describe an organic reaction: reactants, conditions, products, and yield From a dataset of the Open Reaction Database (ORD), a public repository of structured organic reaction records. The reactants are C(=O)([O-])[O-].[Na+].[Na+] (Na2CO3), S1C=C(C=C1)B(O)O (thiophene-3-boronic acid), IC1=CC=C(OCCCOC=2C=C3CC[C@H](C3=CC2)CC(=O)OCC)C=C1 (ethyl {(1S)-5-[3-(4-iodophenoxy)propoxy]-2,3-dihydro-1H-inden-1-yl}acetate), O1CCOCC1 (1,4-dioxane). The reagents and catalysts are C1=CC=C(C=C1)P([C-]2C=CC=C2)C3=CC=CC=C3.C1=CC=C(C=C1)P([C-]2C=CC=C2)C3=CC=CC=C3.Cl[Pd]Cl.[Fe+2].C(Cl)Cl (PdCl2(dppf) CH2Cl2). The solvent is C1(=CC=CC=C1)C (toluene). Reaction conditions: temperature 75 celsius, time 30 minute. Product: S1C=C(C=C1)C1=CC=C(OCCCOC=2C=C3CC[C@H](C3=CC2)CC(=O)OCC)C=C1 (ethyl ((1S)-5-{3-[4-(3-thienyl)phenoxy]propoxy}-2,3-dihydro-1H-inden-1-yl)acetate). Yield: 75.6%. As a reaction SMILES: [S:1]1[CH:5]=[CH:4][C:3](B(O)O)=[CH:2]1.I[C:10]1[CH:35]=[CH:34][C:13]([O:14][CH2:15][CH2:16][CH2:17][O:18][C:19]2[CH:20]=[C:21]3[C:25](=[CH:26][CH:27]=2)[C@H:24]([CH2:28][C:29]([O:31][CH2:32][CH3:33])=[O:30])[CH2:23][CH2:22]3)=[CH:12][CH:11]=1.O1CCOCC1.C([O-])([O-])=O.[Na+].[Na+]>C1(C)C=CC=CC=1.C1C=CC(P(C2C=CC=CC=2)[C-]2C=CC=C2)=CC=1.C1C=CC(P(C2C=CC=CC=2)[C-]2C=CC=C2)=CC=1.Cl[Pd]Cl.[Fe+2].C(Cl)Cl>[S:1]1[CH:5]=[CH:4][C:3]([C:10]2[CH:35]=[CH:34][C:13]([O:14][CH2:15][CH2:16][CH2:17][O:18][C:19]3[CH:20]=[C:21]4[C:25](=[CH:26][CH:27]=3)[C@H:24]([CH2:28][C:29]([O:31][CH2:32][CH3:33])=[O:30])[CH2:23][CH2:22]4)=[CH:12][CH:11]=2)=[CH:2]1 |f:3.4.5,7.8.9.10.11|. Reported procedure: To a solution of thiophene-3-boronic acid (53 mg, 0.42 mmol), ethyl {(1S)-5-[3-(4-iodophenoxy)propoxy]-2,3-dihydro-1H-inden-1-yl}acetate (50 mg, 0.10 mmol, Example 94) in toluene (1.8 mL), and 1,4-dioxane (0.45 mL), was added PdCl2(dppf)-CH2Cl2 (7.6 mg, 0.01 mmol), and argon was passed through the mixture for 30 min. Then Na2CO3 (2 N aqueous solution, 0.50 mL) was added, and the mixture was heated to 75° C. for 48 h. The reaction was cooled to rt, and extracted with EtOAc (2×). The combined orga... Starting materials: CCOc1cc(CN2CCC(NC(=O)c3cc(O)cc(OC)c3)CC2)cc(OCC)c1F, CCN(C(C)C)C(C)C, CS(=O)(=O)Cl, ClCCl. Yields the product CCOc1cc(CN2CCC(NC(=O)c3cc(OC)cc(OS(C)(=O)=O)c3)CC2)cc(OCC)c1F. As a reaction SMILES: [CH2:1]([CH3:2])[O:3][c:4]1[cH:5][c:6]([CH2:7][N:8]2[CH2:9][CH2:10][CH:11]([NH:14][C:15]([c:16]3[cH:17][c:18]([OH:24])[cH:19][c:20]([O:22][CH3:23])[cH:21]3)=[O:25])[CH2:12][CH2:13]2)[cH:26][c:27]([O:30][CH2:31][CH3:32])[c:28]1[F:29].[CH2:38]([N:39]([CH:40]([CH3:41])[CH3:42])[CH:43]([CH3:44])[CH3:45])[CH3:46].[CH3:33][S:34]([Cl:35])(=[O:36])=[O:37].[Cl:47][CH2:48][Cl:49]>>[CH2:1]([CH3:2])[O:3][c:4]1[cH:5][c:6]([CH2:7][N:8]2[CH2:9][CH2:10][CH:11]([NH:14][C:15]([c:16]3[cH:17][c:18]([O:24][S:34]([CH3:33])(=[O:36])=[O:37])[cH:19][c:20]([O:22][CH3:23])[cH:21]3)=[O:25])[CH2:12][CH2:13]2)[cH:26][c:27]([O:30][CH2:31][CH3:32])[c:28]1[F:29]. The reactants are NC1=C(C(=C(C(=O)OCC)C=C1F)F)C (ethyl 4-amino-2,5-difluoro-3-methylbenzoate), [OH-].[Na+] (sodium hydroxide), Cl (hydrochloric acid). Solvent: C(C)O (ethanol). Conditions: time 3 hour. The product is NC1=C(C(=C(C(=O)O)C=C1F)F)C (4-amino-2,5-difluoro-3-methylbenzoic acid). Reaction SMILES: [NH2:1][C:2]1[C:12]([F:13])=[CH:11][C:5]([C:6]([O:8]CC)=[O:7])=[C:4]([F:14])[C:3]=1[CH3:15].[OH-].[Na+].Cl>C(O)C>[NH2:1][C:2]1[C:12]([F:13])=[CH:11][C:5]([C:6]([OH:8])=[O:7])=[C:4]([F:14])[C:3]=1[CH3:15] |f:1.2|. Procedure details: In 50 ml of ethanol was dissolved 8.91 g of ethyl 4-amino-2,5-difluoro-3-methylbenzoate, and 50 ml of 2N aqueous sodium hydroxide solution was added to the solution, after which the resulting mixture was stirred at room temperature for three hours. To the reaction mixture was added 50 ml of 2N hydrochloric acid, and the resulting crystals were collected by filtration, to obtain 5.45 g of colorless, crystalline 4-amino-2,5-difluoro-3-methylbenzoic acid. The reactants are C1(CC1)C(CC(=O)C1=NC=C(C=C1)SC)=O (3-cyclopropyl-1-[5-(methylsulphenyl)-pyrid-2-yl] propan-1,3-dione), CC(C(=O)O)C.CN(C=O)C (dimethylformamide dimethyl acetate). Run in O1CCOCC1 (dioxane). Conditions: time 8 hour. Product: C1(CC1)C(C(C(=O)C1=NC=C(C=C1)SC)=CN(C)C)=O (3-cyclopropyl-2-(N,N-dimethylaminomethylene)-1-[5-(methylsulphenyl)-pyrid-2-yl ]propan-1,3-dione). Reaction SMILES: [CH:1]1([C:4](=[O:16])[CH2:5][C:6]([C:8]2[CH:13]=[CH:12][C:11]([S:14][CH3:15])=[CH:10][N:9]=2)=[O:7])[CH2:3][CH2:2]1.CC(C)C(O)=O.[CH3:23][N:24]([CH3:27])[CH:25]=O>O1CCOCC1>[CH:1]1([C:4](=[O:16])[C:5](=[CH:23][N:24]([CH3:27])[CH3:25])[C:6]([C:8]2[CH:13]=[CH:12][C:11]([S:14][CH3:15])=[CH:10][N:9]=2)=[O:7])[CH2:3][CH2:2]1 |f:1.2|. Procedure: A mixture of 3-cyclopropyl-1-[5-(methylsulphenyl)-pyrid-2-yl] propan-1,3-dione (2.9g), dimethylformamide dimethyl acetate and dioxane was stirred at room temperature overnight. It was evaporated to dryness and the residue was triturated with ether and filtered to give 3-cyclopropyl-2-(N,N-dimethylaminomethylene)-1-[5-(methylsulphenyl)-pyrid-2-yl ]propan-1,3-dione (3.24 g) as a brown solid which was used without further characterization. Starting materials: CCCCc1ccc(C#Cc2ccc(C(CCCC)Oc3ccc4c(c3)OC(C)(C)OC4=O)cc2)cc1, CCO, Cl, [Na+], [OH-]. The product is CCCCc1ccc(C#Cc2ccc(C(CCCC)Oc3ccc(C(=O)O)c(O)c3)cc2)cc1. Reaction SMILES: [CH2:1]([CH2:2][CH2:3][CH3:4])[c:5]1[cH:6][cH:7][c:8]([C:11]#[C:12][c:13]2[cH:14][cH:15][c:16]([CH:19]([CH2:20][CH2:21][CH2:22][CH3:23])[O:24][c:25]3[cH:26][cH:27][c:28]4[c:29]([cH:37]3)[O:30][C:31]([CH3:35])([CH3:36])[O:32][C:33]4=[O:34])[cH:17][cH:18]2)[cH:9][cH:10]1.[CH3:41][CH2:42][OH:43].[ClH:40].[Na+:39].[OH-:38]>>[CH2:1]([CH2:2][CH2:3][CH3:4])[c:5]1[cH:6][cH:7][c:8]([C:11]#[C:12][c:13]2[cH:14][cH:15][c:16]([CH:19]([CH2:20][CH2:21][CH2:22][CH3:23])[O:24][c:25]3[cH:26][cH:27][c:28]([C:33](=[O:32])[OH:34])[c:29]([OH:30])[cH:37]3)[cH:17][cH:18]2)[cH:9][cH:10]1.